Dataset: the Open Reaction Database (ORD), a public repository of structured organic reaction records. Task: describe an organic reaction: reactants, conditions, products, and yield Starting materials: O=C1OCc2ccccc21, O=C1C=CC(=O)N1, O=C1NC(=O)c2ccccc21. Yields the product NC1=Cc2ccccc21. Reaction SMILES: [C:19]1(=[O:28])[c:20]2[c:21]([cH:22][cH:23][cH:24][cH:25]2)[CH2:26][O:27]1.[O:12]=[C:13]1[CH:14]=[CH:15][C:16](=[O:17])[NH:18]1.[O:1]=[C:2]1[NH:3][C:4](=[O:5])[c:6]2[cH:7][cH:8][cH:9][cH:10][c:11]21>>[CH:2]1=[C:4]([NH2:3])[c:6]2[cH:7][cH:8][cH:9][cH:10][c:11]21.